Task: describe an organic reaction: reactants, conditions, products, and yield. Dataset: the Open Reaction Database (ORD), a public repository of structured organic reaction records Reactants: C(C)(C)(C)OC(C(=O)OCC)C1=C(SC(=C1B1OC(C(O1)(C)C)(C)C)C)C (ethyl 2-(tert-butoxy)-2-[2,5-dimethyl-4-(tetramethyl-1,3,2-dioxaborolan-2-yl)thiophen-3-yl]acetate), FC(S(=O)(=O)OC1=CCC2(OCCO2)CC1)(F)F (1,4-dioxaspiro[4.5]dec-7-en-8-yl trifluoromethane sulfonate), C(C)(C)(C)OC(C(=O)OCC)C1=C(SC(=C1C1=CCC2(OCCO2)CC1)C)C (ethyl 2-(tert-butoxy)-2-(4-{1,4-dioxaspiro[4.5]dec-7-en-8-yl}-2,5-dimethylthiophen-3-yl)acetate). Yields the product C(C)(C)(C)OC(C(=O)OCC)C1=C(SC(=C1C1=CCCCCC1)C)C (ethyl 2-(tert-butoxy)-2-[4-(cyclohept-1-en-1-yl)-2,5-dimethylthiophen-3-yl]acetate). Reaction SMILES: [C:1]([O:5][CH:6]([C:12]1[C:16](B2OC(C)(C)C(C)(C)O2)=[C:15]([CH3:26])[S:14][C:13]=1[CH3:27])[C:7]([O:9][CH2:10][CH3:11])=[O:8])([CH3:4])([CH3:3])[CH3:2].FC(F)(F)S(OC1CCC2(OCCO2)CC=1)(=O)=O.C(OC(C1[C:61]([C:62]2[CH2:71][CH2:70][C:65]3(OCCO3)[CH2:64][CH:63]=2)=C(C)SC=1C)C(OCC)=O)(C)(C)C>>[C:1]([O:5][CH:6]([C:12]1[C:16]([C:61]2[CH2:62][CH2:71][CH2:70][CH2:65][CH2:64][CH:63]=2)=[C:15]([CH3:26])[S:14][C:13]=1[CH3:27])[C:7]([O:9][CH2:10][CH3:11])=[O:8])([CH3:2])([CH3:3])[CH3:4]. Procedure: Using the procedure described in example 29, step 2, ethyl 2-(tert-butoxy)-2-[2,5-dimethyl-4-(tetramethyl-1,3,2-dioxaborolan-2-yl)thiophen-3-yl]acetate (28f) (100 mg, 0,246 mmol) is converted, by reaction with 1,4-dioxaspiro[4.5]dec-7-en-8-yl trifluoromethanesulfonate (34a) and after purification by flash chromatography on silica gel (cyclohexane/ethyl acetate 90/10), to ethyl 2-(tert-butoxy)-2-(4-{1,4-dioxaspiro[4.5]dec-7-en-8-yl}-2,5-dimethylthiophen-3-yl)acetate (34b) (39 mg, 0.10 mmol, 39%). Starting materials: ClC=1C=CC=C2C=C(C(=NC12)C1=CC(=CC=C1)F)CN ((8-chloro-2-(3-fluorophenyl)quinolin-3-yl)methanamine), ClC1=C2NC=NC2=NC=N1 (6-chloropurine), CCN(C(C)C)C(C)C (DIEA). Run in C(CCC)O (n-butanol). Product: ClC=1C=CC=C2C=C(C(=NC12)C1=CC(=CC=C1)F)CNC1=C2N=CNC2=NC=N1 (N-((8-chloro-2-(3-fluorophenyl)quinolin-3-yl)methyl)-9H-purin-6-amine). RXN SMILES: [Cl:1][C:2]1[CH:3]=[CH:4][CH:5]=[C:6]2[C:11]=1[N:10]=[C:9]([C:12]1[CH:17]=[CH:16][CH:15]=[C:14]([F:18])[CH:13]=1)[C:8]([CH2:19][NH2:20])=[CH:7]2.Cl[C:22]1[N:30]=[CH:29][N:28]=[C:27]2[C:23]=1[NH:24][CH:25]=[N:26]2.CCN(C(C)C)C(C)C>C(O)CCC>[Cl:1][C:2]1[CH:3]=[CH:4][CH:5]=[C:6]2[C:11]=1[N:10]=[C:9]([C:12]1[CH:17]=[CH:16][CH:15]=[C:14]([F:18])[CH:13]=1)[C:8]([CH2:19][NH:20][C:22]1[N:30]=[CH:29][N:28]=[C:27]3[C:23]=1[N:24]=[CH:25][NH:26]3)=[CH:7]2. Procedure: Prepared according to Procedure H using (8-chloro-2-(3-fluorophenyl)quinolin-3-yl)methanamine (0.030 g, 0.11 mmol), 6-chloropurine (0.019 g, 0.13 mmol, 1.2 eq) and DIEA in n-butanol (3 mL). N-((8-chloro-2-(3-fluorophenyl)quinolin-3-yl)methyl)-9H-purin-6-amine [PI3Kδ IC50=74 nM] was obtained after purification as a white solid. 1H-NMR (MeOD) δ ppm 8.41 (s, 1H), 8.13 (s, 1H), 7.88-8.02 (m, 4H), 7.59 (dd, J=4.40, 2.20 Hz, 4H), 4.80-4.98 (m, 2H), Mass Spectrum (ESI) m/e=405 (M+1). RXN SMILES: [C:24](=[O:25])([O-:26])[O-:27].[CH3:40][OH:41].[Cs+:28].[Cs+:29].[F:1][C:2]([c:3]1[cH:4][c:5]([NH:9][c:10]2[nH:11][c:12](-[c:15]3[cH:16][cH:17][c:18]([OH:21])[cH:19][cH:20]3)[n:13][n:14]2)[cH:6][cH:7][cH:8]1)([F:22])[F:23].[NH2:30][c:31]1[n:32][c:33]([S:38][CH3:39])[n:34][c:35]([Cl:37])[cH:36]1.[O:42]1[CH2:43][CH2:44][O:45][CH2:46][CH2:47]1>>[F:1][C:2]([c:3]1[cH:4][c:5]([NH:9][c:10]2[nH:11][c:12](-[c:15]3[cH:16][cH:17][c:18]([O:21][c:35]4[n:34][c:33]([S:38][CH3:39])[n:32][c:31]([NH2:30])[cH:36]4)[cH:19][cH:20]3)[n:13][n:14]2)[cH:6][cH:7][cH:8]1)([F:22])[F:23]. The reactants are O=C([O-])[O-], CO, [Cs+], [Cs+], Oc1ccc(-c2nnc(Nc3cccc(C(F)(F)F)c3)[nH]2)cc1, CSc1nc(N)cc(Cl)n1, C1COCCO1. The product is CSc1nc(N)cc(Oc2ccc(-c3nnc(Nc4cccc(C(F)(F)F)c4)[nH]3)cc2)n1. Starting materials: ClC1=CC(=CC=C1)C(=O)OO (m-chloroperbenzoic acid), ClC1(C(C2C=CC1C2)(C#N)C#N)Cl (3,3-dichloro-bicyclo[2,2,1]hept-5-ene-2,2-dicarbonitrile), S([O-])(O)=O.[Na+] (sodium bisulphite). The solvent is ClC1=CC=CC=C1 (chlorobenzene), ClC1=CC=CC=C1 (chlorobenzene). Yields the product ClC1(C(C2C3C(C1C2)O3)(C#N)C#N)Cl (3,3-dichloro-5,6-epoxybicyclo[2,2,1]heptane-2,2-dicarbonitrile). Yield: 74.2%. Reaction SMILES: [Cl:1][C:2]1([Cl:13])[CH:7]2[CH2:8][CH:4]([CH:5]=[CH:6]2)[C:3]1([C:11]#[N:12])[C:9]#[N:10].ClC1C=CC=C(C(OO)=[O:22])C=1.S(=O)(O)[O-].[Na+]>ClC1C=CC=CC=1>[Cl:1][C:2]1([Cl:13])[CH:7]2[CH2:8][CH:4]([CH:5]3[O:22][CH:6]32)[C:3]1([C:9]#[N:10])[C:11]#[N:12] |f:2.3|. Procedure details: 21 g (0.1 mol) of the (IV) prepared in Example 1 are dissolved in 100 ml of chlorobenzene, and 20 g (0.12 mol) of m-chloroperbenzoic acid in 200 ml of chlorobenzene are added dropwise. The mixture is heated under reflux for 4 hours, and is worked up in the customary manner with sodium bisulphite solution to destroy the excess of per-acid, and sodium bicarbonate solution to separate off the m-chlorobenzoic acid. From the organic phase, 17 g (75%) of 3,3-dichloro-5,6-epoxybicyclo[2,2,1]heptane-2,2... The reactants are CN(CCNC1=CC=C(C=C1)[N+](=O)[O-])C (4-(2-dimethylamino-ethylamino)-nitrobenzene), C(C1=CC=CC=C1)(=O)Cl (benzoyl chloride). Product: CN(CCN(C(C1=CC=CC=C1)=O)C1=CC=C(C=C1)[N+](=O)[O-])C (4-[N-(2-dimethylamino-ethyl)-N-benzoyl-amino]-nitrobenzene). As a reaction SMILES: [CH3:1][N:2]([CH3:15])[CH2:3][CH2:4][NH:5][C:6]1[CH:11]=[CH:10][C:9]([N+:12]([O-:14])=[O:13])=[CH:8][CH:7]=1.[C:16](Cl)(=[O:23])[C:17]1[CH:22]=[CH:21][CH:20]=[CH:19][CH:18]=1>>[CH3:1][N:2]([CH3:15])[CH2:3][CH2:4][N:5]([C:6]1[CH:11]=[CH:10][C:9]([N+:12]([O-:14])=[O:13])=[CH:8][CH:7]=1)[C:16](=[O:23])[C:17]1[CH:22]=[CH:21][CH:20]=[CH:19][CH:18]=1. Procedure: Prepared from 4-(2-dimethylamino-ethylamino)-nitrobenzene and benzoyl chloride Starting materials: Cl (hydrochloric acid), C(C)(=O)C1=CC=C(C=C1)S(=O)(=O)Cl (4-acetylbenzenesulfonyl chloride), NCC(=O)O (glycine). Run in O (water), CC(=O)C (acetone), [OH-].[Na+] (sodium hydroxide). Conditions: time 30 minute. Yields the product C(C)(=O)C1=CC=C(C=C1)S(=O)(=O)NCC(=O)O ((4-acetylbenzenesulfonylamino)acetic acid). Yield: 93.0%. Reaction SMILES: [C:1]([C:4]1[CH:9]=[CH:8][C:7]([S:10](Cl)(=[O:12])=[O:11])=[CH:6][CH:5]=1)(=[O:3])[CH3:2].[NH2:14][CH2:15][C:16]([OH:18])=[O:17].Cl>CC(C)=O.[OH-].[Na+].O>[C:1]([C:4]1[CH:9]=[CH:8][C:7]([S:10]([NH:14][CH2:15][C:16]([OH:18])=[O:17])(=[O:12])=[O:11])=[CH:6][CH:5]=1)(=[O:3])[CH3:2] |f:4.5|. Reported procedure: Ex-26A: To a solution of 4-acetylbenzenesulfonyl chloride (0.50 g, 2.3 mmol) in acetone (7.5 mL) was added a solution of glycine (0.42 g, 5.7 mmol) in 5% aqueous sodium hydroxide (2.5 mL) and the reaction was stirred for 30 min at room temperature. The mixture was diluted with water (10 mL), acidified with a 1 N hydrochloric acid solution, and extracted with ethyl acetate (3×15 mL). The combined organic layers were washed with brine (2×20 mL), dried over sodium sulfate, and the solvent was remov... Reactants: ClC=1C(=NC=NC1Cl)N (5,6-dichloropyrimidin-4-amine), OC[C@H]1CN(CC1)C(=O)OC(C)(C)C ((R)-tert-butyl 3-(hydroxymethyl)pyrrolidine-1-carboxylate), O(C1=CC=CC=C1)C1=CC=C(C=C1)B(O)O ((4-phenoxyphenyl)boronic acid), C(C=C)(=O)Cl (acryloyl chloride). Product: NC1=C(C(=NC=N1)OC[C@H]1CN(CC1)C(C=C)=O)C1=CC=C(C=C1)OC1=CC=CC=C1 ((R)-1-(3-(((6-amino-5-(4-phenoxyphenyl)pyrimidin-4-yl)oxy)methyl)pyrrolidin-1-yl)prop-2-en-1-one). As a reaction SMILES: Cl[C:2]1[C:3]([NH2:9])=[N:4][CH:5]=[N:6][C:7]=1Cl.[OH:10][CH2:11][C@@H:12]1[CH2:16][CH2:15][N:14]([C:17]([O:19]C(C)(C)C)=O)[CH2:13]1.[O:24]([C:31]1[CH:36]=[CH:35][C:34](B(O)O)=[CH:33][CH:32]=1)[C:25]1[CH:30]=[CH:29][CH:28]=[CH:27][CH:26]=1.[C:40](Cl)(=O)[CH:41]=C>>[NH2:9][C:3]1[N:4]=[CH:5][N:6]=[C:7]([O:10][CH2:11][C@@H:12]2[CH2:16][CH2:15][N:14]([C:17](=[O:19])[CH:40]=[CH2:41])[CH2:13]2)[C:2]=1[C:28]1[CH:29]=[CH:30][C:25]([O:24][C:31]2[CH:36]=[CH:35][CH:34]=[CH:33][CH:32]=2)=[CH:26][CH:27]=1. Reported procedure: (R)-1-(3-(((6-amino-5-(4-phenoxyphenyl)pyrimidin-4-yl)oxy)methyl)pyrrolidin-1-yl)prop-2-en-1-one was prepared from 5,6-dichloropyrimidin-4-amine, (R)-tert-butyl 3-(hydroxymethyl)pyrrolidine-1-carboxylate, (4-phenoxyphenyl)boronic acid, and acryloyl chloride using methods A, C, D, and F. HPLC purity: 96%. MS: m/z=417 [M+H]+. Reaction SMILES: [CH3:1][O:2][C:3](=[O:4])[c:5]1[cH:6][c:7]2[c:8]([n:9][c:10](-[c:12]3[c:13]([CH3:19])[cH:14][cH:15][cH:16][c:17]3[CH3:18])[nH:11]2)[cH:20][cH:21]1.[CH3:24][OH:25].[Na+:23].[OH-:22]>>[O:2]=[C:3]([OH:4])[c:5]1[cH:6][c:7]2[c:8]([n:9][c:10](-[c:12]3[c:13]([CH3:19])[cH:14][cH:15][cH:16][c:17]3[CH3:18])[nH:11]2)[cH:20][cH:21]1. Product: Cc1cccc(C)c1-c1nc2ccc(C(=O)O)cc2[nH]1. The reactants are COC(=O)c1ccc2nc(-c3c(C)cccc3C)[nH]c2c1, CO, [Na+], [OH-].